This data is from the Open Reaction Database (ORD), a public repository of structured organic reaction records. The task is: describe an organic reaction: reactants, conditions, products, and yield Product: C(C)(=O)C1=C(C(=C(OCC(COC2=C(C3=C(C(C=C(O3)C(=O)O)=O)C=C2)CCC)O)C(=C1)I)CCC)O (7[3-(4-Acetyl-3-hydroxy-6-iodo-2-propylphenoxy)-2-hydroxypropoxy]-4-oxo-8-propyl-4H-1-benzopyran-2-carboxylic Acid). Reaction conditions: time 15 minute. RXN SMILES: [Na+].[C:2]([C:5]1[CH:33]=[CH:32][C:8]([O:9][CH2:10][CH:11]([OH:31])[CH2:12][O:13][C:14]2[CH:27]=[CH:26][C:17]3[C:18](=[O:25])[CH:19]=[C:20]([C:22]([O-:24])=[O:23])[O:21][C:16]=3[C:15]=2[CH2:28][CH2:29][CH3:30])=[C:7]([CH2:34][CH2:35][CH3:36])[C:6]=1[OH:37])(=[O:4])[CH3:3].[I-:38].[I-].[I-].[K+].[K+].[K+].S(=O)(O)[O-].[Na+].II.Cl>[OH-].[NH4+]>[C:2]([C:5]1[CH:33]=[C:32]([I:38])[C:8]([O:9][CH2:10][CH:11]([OH:31])[CH2:12][O:13][C:14]2[CH:27]=[CH:26][C:17]3[C:18](=[O:25])[CH:19]=[C:20]([C:22]([OH:24])=[O:23])[O:21][C:16]=3[C:15]=2[CH2:28][CH2:29][CH3:30])=[C:7]([CH2:34][CH2:35][CH3:36])[C:6]=1[OH:37])(=[O:4])[CH3:3] |f:0.1,2.3.4.5.6.7,8.9,12.13|. Reported procedure: Dissolve 10.9 gm of 7-[3-(4-acetyl-3-hydroxy-2-propylphenoxy)-2-hydroxypropoxy]-4-oxo-8-propyl-4H-1-benzopyran-2-carboxylic acid sodium salt in 250 ml of 28% ammonium hydroxide solution. Cool the mixture in an ice-water bath. Add 285 ml of a 0.2 m aqueous potassium triiodide solution dropwise. Stir in the cold for 15 minutes. Add sodium bisulfite until iodine color is discharged. Acidify the mixture slowly with 20% aqueous hydrochloric acid. Separate the solids by filtration, wash with water and... The reactants are II (iodine), [Na+].C(C)(=O)C1=C(C(=C(OCC(COC2=C(C3=C(C(C=C(O3)C(=O)[O-])=O)C=C2)CCC)O)C=C1)CCC)O (7-[3-(4-acetyl-3-hydroxy-2-propylphenoxy)-2-hydroxypropoxy]-4-oxo-8-propyl-4H-1-benzopyran-2-carboxylic acid sodium salt), [I-].[I-].[I-].[K+].[K+].[K+] (potassium triiodide), S([O-])(O)=O.[Na+] (sodium bisulfite), Cl (hydrochloric acid). Run in [OH-].[NH4+] (ammonium hydroxide). Reactants: [H-].[Al+3].[Li+].[H-].[H-].[H-] (lithium aluminum hydride), ClC1=CC=C(C=C1)C1(CCCC1)C(=O)O (1-(4-chlorophenyl)-1-cyclopentanecarboxylic acid). The solvent is C(C)OCC (diethyl ether). The product is ClC1=CC=C(C=C1)C1(CCCC1)CO ([1-(4-chlorophenyl)-1-cyclopentyl]methanol). Reaction SMILES: [H-].[Al+3].[Li+].[H-].[H-].[H-].[Cl:7][C:8]1[CH:13]=[CH:12][C:11]([C:14]2([C:19](O)=[O:20])[CH2:18][CH2:17][CH2:16][CH2:15]2)=[CH:10][CH:9]=1>C(OCC)C>[Cl:7][C:8]1[CH:9]=[CH:10][C:11]([C:14]2([CH2:19][OH:20])[CH2:18][CH2:17][CH2:16][CH2:15]2)=[CH:12][CH:13]=1 |f:0.1.2.3.4.5|. Procedure: This compound is prepared in a manner analogous to that of Step A of Example 4, using 2.4 grams (0.06.3 mole) of lithium aluminum hydride, 21.8 grams (0.097 mole) of 1-(4-chlorophenyl)-1-cyclopentanecarboxylic acid (commercially available) in about 300 mL of diethyl ether, yielding [1-(4-chlorophenyl)-1-cyclopentyl]methanol. Starting materials: CCCOc1cc(F)cc(Br)c1, [Li]CCCC, CN(C)C=O, C1CCOC1. RXN SMILES: [Br:6][c:7]1[cH:8][c:9]([F:17])[cH:10][c:11]([O:13][CH2:14][CH2:15][CH3:16])[cH:12]1.[CH2:1]([Li:2])[CH2:3][CH2:4][CH3:5].[CH3:18][N:19]([CH:20]=[O:21])[CH3:22].[O:23]1[CH2:24][CH2:25][CH2:26][CH2:27]1>>[c:7]1([CH:20]=[O:21])[cH:8][c:9]([F:17])[cH:10][c:11]([O:13][CH2:14][CH2:15][CH3:16])[cH:12]1. The product is CCCOc1cc(F)cc(C=O)c1. Reactants: CS(C)=O, CCOC(C)=O, N#CC1CCCN1C(=O)CCl, [K+], [K+], O=C([O-])[O-], NC12CC3CC1CC(c1ccc(-n4cccc4)cc1)(C3)C2. Product: N#CC1CCCN1C(=O)CNC12CC3CC1CC(c1ccc(-n4cccc4)cc1)(C3)C2. RXN SMILES: [CH3:39][S:40]([CH3:41])=[O:42].[CH3:43][CH2:44][O:45][C:46]([CH3:47])=[O:48].[Cl:28][CH2:29][C:30](=[O:31])[N:32]1[CH:33]([C:37]#[N:38])[CH2:34][CH2:35][CH2:36]1.[K+:22].[K+:23].[O-:24][C:25]([O-:26])=[O:27].[n:1]1(-[c:6]2[cH:7][cH:8][c:9]([C:12]34[CH2:13][CH:14]5[CH2:15][CH:16]([CH2:17][C:18]5([NH2:20])[CH2:19]3)[CH2:21]4)[cH:10][cH:11]2)[cH:2][cH:3][cH:4][cH:5]1>>[n:1]1(-[c:6]2[cH:7][cH:8][c:9]([C:12]34[CH2:13][CH:14]5[CH2:15][CH:16]([CH2:17][C:18]5([NH:20][CH2:29][C:30](=[O:31])[N:32]5[CH:33]([C:37]#[N:38])[CH2:34][CH2:35][CH2:36]5)[CH2:19]3)[CH2:21]4)[cH:10][cH:11]2)[cH:2][cH:3][cH:4][cH:5]1.